This data is from the Open Reaction Database (ORD), a public repository of structured organic reaction records. The task is: describe an organic reaction: reactants, conditions, products, and yield Reactants: BrC1=CC=C(C=N1)C1(CC1)NC(=O)C=1C2=C(C=NC1)N(N=C2)C2=CC=C(C=C2)F (1-(4-fluoro-phenyl)-1H-pyrazolo[3,4-c]pyridine-4-carboxylic acid [1-(6-bromo-pyridin-3-yl)-cyclopropyl]-amide), CN (methylamine), C(C)O (ethanol). Run in CNC=O (N-methylformamide), C(C)(=O)OCC (ethyl acetate), O (water). Conditions: temperature 160 celsius, time 36 hour. Product: CNC1=CC=C(C=N1)C1(CC1)NC(=O)C=1C2=C(C=NC1)N(N=C2)C2=CC=C(C=C2)F (1-(4-fluoro-phenyl)-1H-pyrazolo[3,4-c]pyridine-4-carboxylic acid [1-(6-methylamino-pyridin-3-yl)-cyclopropyl]-amide). As a reaction SMILES: Br[C:2]1[N:7]=[CH:6][C:5]([C:8]2([NH:11][C:12]([C:14]3[C:15]4[CH:22]=[N:21][N:20]([C:23]5[CH:28]=[CH:27][C:26]([F:29])=[CH:25][CH:24]=5)[C:16]=4[CH:17]=[N:18][CH:19]=3)=[O:13])[CH2:10][CH2:9]2)=[CH:4][CH:3]=1.[CH3:30][NH2:31].C(O)C>CNC=O.C(OCC)(=O)C.O>[CH3:30][NH:31][C:2]1[N:7]=[CH:6][C:5]([C:8]2([NH:11][C:12]([C:14]3[C:15]4[CH:22]=[N:21][N:20]([C:23]5[CH:28]=[CH:27][C:26]([F:29])=[CH:25][CH:24]=5)[C:16]=4[CH:17]=[N:18][CH:19]=3)=[O:13])[CH2:10][CH2:9]2)=[CH:4][CH:3]=1. Procedure details: A pressure tube charged with 1-(4-fluoro-phenyl)-1H-pyrazolo[3,4-c]pyridine-4-carboxylic acid [1-(6-bromo-pyridin-3-yl)-cyclopropyl]-amide (0.200 g, 0.442 mmol), 33% methylamine in ethanol (0.250 mL, 1.99 mmol) in N-methylformamide (1 mL) is heated at 160° C. After 36 hours, the reaction is cooled to room temperature and diluted with ethyl acetate (20 mL) and water (20 mL). Phases are separated and the aqueous layer is extracted with ethyl acetate (3×20 mL). The combined organic layers are washe... Reactants: C1CCOC1, CO, CCCCOC(=O)c1ccc(-c2ccc(Nc3nc4ccc(F)cc4s3)cc2)cc1OC, COC(=O)c1ccc(-c2ccc(Nc3nc4ccc(F)cc4s3)cc2)cc1OC, [Na+], [OH-], O. Yields the product COc1cc(-c2ccc(Nc3nc4ccc(F)cc4s3)cc2)ccc1C(=O)O. RXN SMILES: [CH2:66]1[O:67][CH2:68][CH2:69][CH2:70]1.[CH3:62][OH:63].[F:1][c:2]1[cH:3][c:4]2[c:5]([n:6][c:7]([NH:9][c:10]3[cH:11][cH:12][c:13](-[c:16]4[cH:17][c:18]([O:29][CH3:30])[c:19]([C:22](=[O:23])[O:24][CH2:25][CH2:26][CH2:27][CH3:28])[cH:20][cH:21]4)[cH:14][cH:15]3)[s:8]2)[cH:31][cH:32]1.[F:33][c:34]1[cH:35][cH:36][c:37]2[n:38][c:39]([NH:40][c:41]3[cH:42][cH:43][c:44](-[c:45]4[cH:46][cH:47][c:48]([C:49]([O:50][CH3:51])=[O:52])[c:53]([O:54][CH3:55])[cH:56]4)[cH:57][cH:58]3)[s:59][c:60]2[cH:61]1.[Na+:65].[OH-:64].[OH2:71]>>[F:1][c:2]1[cH:3][c:4]2[c:5]([n:6][c:7]([NH:9][c:10]3[cH:11][cH:12][c:13](-[c:16]4[cH:17][c:18]([O:29][CH3:30])[c:19]([C:22](=[O:23])[OH:24])[cH:20][cH:21]4)[cH:14][cH:15]3)[s:8]2)[cH:31][cH:32]1. The reactants are CCN=C=NCCCN(C)C, CCN(C(C)C)C(C)C, Cl, Cl, NCC(=O)N1CCN(C(=O)c2ccccc2C(F)(F)F)CC1, CN(C)C=O, O, On1nnc2ccccc21, O=C(O)c1cc(-c2ccccc2)[nH]n1. Yields the product O=C(NCC(=O)N1CCN(C(=O)c2ccccc2C(F)(F)F)CC1)c1cc(-c2ccccc2)[nH]n1. RXN SMILES: [CH3:35][CH2:36][N:37]=[C:38]=[N:39][CH2:40][CH2:41][CH2:42][N:43]([CH3:44])[CH3:45].[CH:11]([N:12]([CH2:13][CH3:14])[CH:15]([CH3:16])[CH3:17])([CH3:18])[CH3:19].[ClH:20].[ClH:46].[NH2:47][CH2:48][C:49](=[O:50])[N:51]1[CH2:52][CH2:53][N:54]([C:57]([c:58]2[c:59]([C:64]([F:65])([F:66])[F:67])[cH:60][cH:61][cH:62][cH:63]2)=[O:68])[CH2:55][CH2:56]1.[O:69]=[CH:70][N:71]([CH3:72])[CH3:73].[OH2:74].[OH:1][n:2]1[c:3]2[c:4]([cH:5][cH:6][cH:7][cH:8]2)[n:9][n:10]1.[c:21]1(-[c:27]2[cH:28][c:29]([C:32](=[O:33])[OH:34])[n:30][nH:31]2)[cH:22][cH:23][cH:24][cH:25][cH:26]1>>[c:21]1(-[c:27]2[cH:28][c:29]([C:32](=[O:34])[NH:47][CH2:48][C:49](=[O:50])[N:51]3[CH2:52][CH2:53][N:54]([C:57]([c:58]4[c:59]([C:64]([F:65])([F:66])[F:67])[cH:60][cH:61][cH:62][cH:63]4)=[O:68])[CH2:55][CH2:56]3)[n:30][nH:31]2)[cH:22][cH:23][cH:24][cH:25][cH:26]1.